Dataset: the Open Reaction Database (ORD), a public repository of structured organic reaction records. Task: describe an organic reaction: reactants, conditions, products, and yield The reactants are [OH-].[Na+] (sodium hydroxide), C(C(=O)O)(=O)O.ClC1=C(C(CN2C=NC=C2)SC(=O)C)C=CC(=C1)Cl (1-[2,4-dichloro-β-(methylcarbonylthio)phenethyl]imidazole oxalate), ester, C1=CC(=CC=C1CCl)Cl (α,p-dichlorotoluene). The solvent is CO (methanol). Conditions: time 30 minute. The product is nitrate salt, ClC1=C(C(CN2C=NC=C2)SCC2=CC=C(C=C2)Cl)C=CC(=C1)Cl (1-[2,4-dichloro-β-(4-chlorobenzylthio)phenethyl]imidazole). Reaction SMILES: [OH-].[Na+].C(O)(=O)C(O)=O.[Cl:9][C:10]1[CH:26]=[C:25]([Cl:27])[CH:24]=[CH:23][C:11]=1[CH:12]([S:19][C:20]([CH3:22])=O)[CH2:13][N:14]1[CH:18]=[CH:17][N:16]=[CH:15]1.[CH:28]1C(CCl)=[CH:32][CH:31]=[C:30]([Cl:36])[CH:29]=1>CO>[Cl:9][C:10]1[CH:26]=[C:25]([Cl:27])[CH:24]=[CH:23][C:11]=1[CH:12]([S:19][CH2:20][C:22]1[CH:32]=[CH:31][C:30]([Cl:36])=[CH:29][CH:28]=1)[CH2:13][N:14]1[CH:18]=[CH:17][N:16]=[CH:15]1 |f:0.1,2.3|. Procedure: To a stirred solution of 330 mg sodium hydroxide in 30 ml methanol under nitrogen is added 810 mg of 1-[2,4-dichloro-β-(methylcarbonylthio)phenethyl]imidazole oxalate and the mixture is stirred at room temperature for ca. 30 minutes (until thin layer chromatography shows the disappearance of the ester). α,p-dichlorotoluene (350 mg) is then added, the solution stirred a further 15 minutes and the solvent removed under reduced pressure. Ether and water are then added to the residue and the ether e... Reactants: C1(=CC=CC=C1)O (Phenol), CC(C1=CC=CC=C1)O (methylbenzyl alcohol), S(O)(O)(=O)=O (sulfuric acid). The solvent is C(C)C1=CC=CC=C1 (ethylbenzene). Product: C1(=CC=CC=C1)CC(C1=CC=CC=C1)OC(C1=CC=CC=C1)CC1=CC=CC=C1 (α-phenylmethylbenzyl ether). Reaction SMILES: [C:1]1(O)[CH:6]=[CH:5][CH:4]=[CH:3][CH:2]=1.[CH3:8][CH:9]([OH:16])[C:10]1[CH:15]=[CH:14][CH:13]=[CH:12][CH:11]=1.S(=O)(=O)(O)O>C(C1C=CC=CC=1)C>[C:1]1([CH2:8][CH:9]([O:16][CH:8]([CH2:9][C:10]2[CH:15]=[CH:14][CH:13]=[CH:12][CH:11]=2)[C:1]2[CH:6]=[CH:5][CH:4]=[CH:3][CH:2]=2)[C:10]2[CH:15]=[CH:14][CH:13]=[CH:12][CH:11]=2)[CH:6]=[CH:5][CH:4]=[CH:3][CH:2]=1. Procedure details: Phenol (21.21 grams; 0.25 mole) and methylbenzyl alcohol (30.5 grams; 0.25 mole) in 100.00 grams of ethylbenzene were refluxed at a temperature of from about 135° to 140° C. for about four hours with 0.500 grams (0.33 weight percent) concentrated sulfuric acid. Water was removed overhead as a azeotrope and was collected in a Dean-Stark trap. Methylbenzyl alcohol conversion was quantitative but only 8% selectivity to α-phenylmethylbenzyl ether was obtained. The remaining product was styrene (74.8... The reactants are [Na] (Sodium), Cl.NC(=N)N (guanidine hydrochloride), FC(C(=O)OCC)C(=O)OCC (diethyl fluoromalonate), [Na] (sodium). Solvent: C(C)O (ethanol). Yields the product FC=1C(=NC(=NC1O)N)O (5-Fluoro-4,6-dihydroxy-2-pyrimidineamine). Yield: 96.8%. RXN SMILES: [Na].Cl.[NH2:3][C:4]([NH2:6])=[NH:5].[F:7][CH:8]([C:14](OCC)=[O:15])[C:9](OCC)=[O:10]>C(O)C>[F:7][C:8]1[C:9]([OH:10])=[N:5][C:4]([NH2:6])=[N:3][C:14]=1[OH:15] |f:1.2,^1:0|. Reported procedure: Sodium (257 mg, 11 mmol) was dissolved in absolute ethanol (50 ml) with stirring under argon. When the sodium had thoroughly dissolved, guanidine hydrochloride (2) (502 mg, 5 mmol) and diethyl fluoromalonate (1) (790 mg, 4.4 mmol) were added. The solution was left to stir at room temperature overnight. A condenser was then attached to the flask and the solution was refluxed under argon for 4.5 hours. The solution was cooled to room temperature and concentrated. The residue was redissolved in 20 ... Reactants: C(C)OC(=O)N1C(\C(\C2=CC=C(C=C12)Cl)=C/C1=CC(=CC=C1)Cl)=O (Z-6-chloro-3-(3-chloro-benzylidene)-2-oxo-2,3-dihydro-indole-1-carboxylic acid ethyl ester), CC1=C(C(=CC=C1)C)C=NC(=C)O[Si](C)(C)C (1-(2,6-dimethylphenyl)-3-trimethylsilyoxy-2-aza-1,3-butadiene). The solvent is C1(=CC=CC=C1)C (toluene). Product: C(C)OC(=O)N1C(C2(C(NC(CC2C2=CC(=CC=C2)Cl)=O)C2=C(C=CC=C2C)C)C2=CC=C(C=C12)Cl)=O (racemic (2′R,3R,4′S)-6-chloro-4′-(3-chlorophenyl)-2′-(2,6-dimethylphenyl)-2,3-dihydro-2,6′-dioxospiro[indole-3,3′-piperidine]-1-carboxylic acid ethyl ester). The yield is 70.6%. RXN SMILES: [CH2:1]([O:3][C:4]([N:6]1[C:14]2[C:9](=[CH:10][CH:11]=[C:12]([Cl:15])[CH:13]=2)/[C:8](=[CH:16]/[C:17]2[CH:22]=[CH:21][CH:20]=[C:19]([Cl:23])[CH:18]=2)/[C:7]1=[O:24])=[O:5])[CH3:2].[CH3:25][C:26]1[CH:31]=[CH:30][CH:29]=[C:28]([CH3:32])[C:27]=1[CH:33]=[N:34][C:35]([O:37][Si](C)(C)C)=[CH2:36]>C1(C)C=CC=CC=1>[CH2:1]([O:3][C:4]([N:6]1[C:14]2[C:9](=[CH:10][CH:11]=[C:12]([Cl:15])[CH:13]=2)[C:8]2([CH:16]([C:17]3[CH:22]=[CH:21][CH:20]=[C:19]([Cl:23])[CH:18]=3)[CH2:36][C:35](=[O:37])[NH:34][CH:33]2[C:27]2[C:28]([CH3:32])=[CH:29][CH:30]=[CH:31][C:26]=2[CH3:25])[C:7]1=[O:24])=[O:5])[CH3:2]. Procedure details: In a manner similar to the method described in example 4c, E/Z-6-chloro-3-(3-chloro-benzylidene)-2-oxo-2,3-dihydro-indole-1-carboxylic acid ethyl ester (0.4 g, 1.08 mmol) prepared in example 4b was reacted with 1-(2,6-dimethylphenyl)-3-trimethylsilyoxy-2-aza-1,3-butadiene (2.9 g, 11.7 mmol) prepared in example 27a, in toluene to give racemic (2′R,3R,4′S)-6-chloro-4′-(3-chlorophenyl)-2′-(2,6-dimethylphenyl)-2,3-dihydro-2,6′-dioxospiro[indole-3,3′-piperidine]-1-carboxylic acid ethyl ester (Yield 0... As a reaction SMILES: [Br:1][c:2]1[cH:3][cH:4][c:5]2[c:10]([cH:11]1)[CH2:9][N:8]([c:12]1[n:13][c:14]([NH2:25])[n:15][c:16]([N:18]3[CH2:19][CH2:20][N:21]([CH3:24])[CH2:22][CH2:23]3)[cH:17]1)[CH:7]([CH3:26])[CH2:6]2.[C:47](=[O:48])([OH:49])[O-:50].[CH2:52]1[O:53][CH2:54][CH2:55][O:56][CH2:57]1.[CH3:58][OH:59].[Na+:51].[O:27]1[CH:28]([CH2:32][n:33]2[n:34][cH:35][c:36]([B:38]3[O:39][C:40]([CH3:41])([CH3:42])[C:43]([CH3:44])([CH3:45])[O:46]3)[cH:37]2)[CH2:29][CH2:30][CH2:31]1.[OH2:137].[cH:60]1[cH:61][cH:62][c:63]([P:64]([Pd:65]([P:66]([c:67]2[cH:68][cH:69][cH:70][cH:71][cH:72]2)([c:73]2[cH:74][cH:75][cH:76][cH:77][cH:78]2)[c:79]2[cH:80][cH:81][cH:82][cH:83][cH:84]2)([P:85]([c:86]2[cH:87][cH:88][cH:89][cH:90][cH:91]2)([c:92]2[cH:93][cH:94][cH:95][cH:96][cH:97]2)[c:98]2[cH:99][cH:100][cH:101][cH:102][cH:103]2)[P:104]([c:105]2[cH:106][cH:107][cH:108][cH:109][cH:110]2)([c:111]2[cH:112][cH:113][cH:114][cH:115][cH:116]2)[c:117]2[cH:118][cH:119][cH:120][cH:121][cH:122]2)([c:123]2[cH:124][cH:125][cH:126][cH:127][cH:128]2)[c:129]2[cH:130][cH:131][cH:132][cH:133][cH:134]2)[cH:135][cH:136]1>>[c:2]1(-[c:36]2[cH:35][n:34][n:33]([CH2:32][CH:28]3[O:27][CH2:31][CH2:30][CH2:29]3)[cH:37]2)[cH:3][cH:4][c:5]2[c:10]([cH:11]1)[CH2:9][N:8]([c:12]1[n:13][c:14]([NH2:25])[n:15][c:16]([N:18]3[CH2:19][CH2:20][N:21]([CH3:24])[CH2:22][CH2:23]3)[cH:17]1)[CH:7]([CH3:26])[CH2:6]2. Starting materials: CC1Cc2ccc(Br)cc2CN1c1cc(N2CCN(C)CC2)nc(N)n1, O=C([O-])O, C1COCCO1, CO, [Na+], CC1(C)OB(c2cnn(CC3CCCO3)c2)OC1(C)C, O, c1ccc(P(c2ccccc2)(c2ccccc2)[Pd](P(c2ccccc2)(c2ccccc2)c2ccccc2)(P(c2ccccc2)(c2ccccc2)c2ccccc2)P(c2ccccc2)(c2ccccc2)c2ccccc2)cc1. Product: CC1Cc2ccc(-c3cnn(CC4CCCO4)c3)cc2CN1c1cc(N2CCN(C)CC2)nc(N)n1. Starting materials: FC1=C(C=CC=C1F)CSC1=NC(=C(C(=N1)N)N)N (2-[[(2,3-Difluorophenyl)methyl]thio]-4,5,6-pyrimidinetriamine), ice, C(C)OC(=O)N=C=S (ethoxycarbonylisothiocyanate), C(C)(C)N=C=NC(C)C (Diisopropylcarbodiimide). The solvent is C(C)#N (acetonitrile), C(C)N(CC)CC (triethylamine), C(C)#N (acetonitrile). Conditions: time 20 minute. Yields the product NC1=C2N=C(NC2=NC(=N1)SCC1=C(C(=CC=C1)F)F)NC(OCC)=O (Ethyl 6-amino-2-[(2,3-difluorobenzyl)thio]-9H-purin-8-ylcarbamate). Reaction SMILES: [F:1][C:2]1[C:7]([F:8])=[CH:6][CH:5]=[CH:4][C:3]=1[CH2:9][S:10][C:11]1[N:16]=[C:15]([NH2:17])[C:14]([NH2:18])=[C:13]([NH2:19])[N:12]=1.[CH2:20]([O:22][C:23]([N:25]=[C:26]=S)=[O:24])[CH3:21].C(N=C=NC(C)C)(C)C>C(#N)C.C(N(CC)CC)C>[NH2:19][C:13]1[N:12]=[C:11]([S:10][CH2:9][C:3]2[CH:4]=[CH:5][CH:6]=[C:7]([F:8])[C:2]=2[F:1])[N:16]=[C:15]2[C:14]=1[N:18]=[C:26]([NH:25][C:23](=[O:24])[O:22][CH2:20][CH3:21])[NH:17]2. Procedure: A solution of the product of example 5, step (c) (10.5 g) in acetonitrile (50 ml) and triethylamine (17 ml) was added to an ice cold stirred solution of ethoxycarbonylisothiocyanate (3 ml) in acetonitrile (50 ml). This mixture was then stirred at room temperature for 20 min. Diisopropylcarbodiimide (4.5 ml) was then added and the reaction mixture was stirred at reflux for 2 hr and allowed to cool. The reaction mixture was evaporated to dryness and purified by flash chromatography on silica gel (... Reactants: O=C([O-])[O-], CCc1nc(O)c(C)c(=O)n1CC, CN(C)C=O, FC(F)(F)c1ccc(Oc2ccc(CBr)cc2)cc1, [K+], [K+], O. Product: CCc1nc(OCc2ccc(Oc3ccc(C(F)(F)F)cc3)cc2)c(C)c(=O)n1CC. As a reaction SMILES: [C:33](=[O:34])([O-:35])[O-:36].[CH2:1]([CH3:2])[c:3]1[n:4][c:5]([OH:13])[c:6]([CH3:12])[c:7](=[O:11])[n:8]1[CH2:9][CH3:10].[CH3:40][N:41]([CH3:42])[CH:43]=[O:44].[F:14][C:15]([c:16]1[cH:17][cH:18][c:19]([O:20][c:21]2[cH:22][cH:23][c:24]([CH2:25][Br:26])[cH:27][cH:28]2)[cH:29][cH:30]1)([F:31])[F:32].[K+:37].[K+:38].[OH2:39]>>[CH2:1]([CH3:2])[c:3]1[n:4][c:5]([O:13][CH2:25][c:24]2[cH:23][cH:22][c:21]([O:20][c:19]3[cH:18][cH:17][c:16]([C:15]([F:14])([F:31])[F:32])[cH:30][cH:29]3)[cH:28][cH:27]2)[c:6]([CH3:12])[c:7](=[O:11])[n:8]1[CH2:9][CH3:10]. The reactants are CC(C)(C)OC(=O)N1Cc2c(Nc3nc(Cl)ncc3F)n[nH]c2C1(C)C, O=C([O-])[O-], C1CCOC1, CB1OB(C)OB(C)O1, [Cs+], [Cs+], O. Product: Cc1ncc(F)c(Nc2n[nH]c3c2CN(C(=O)OC(C)(C)C)C3(C)C)n1. As a reaction SMILES: [C:1]([CH3:2])([CH3:3])([CH3:4])[O:5][C:6](=[O:7])[N:8]1[C:9]([CH3:25])([CH3:26])[c:10]2[nH:11][n:12][c:13]([NH:16][c:17]3[n:18][c:19]([Cl:24])[n:20][cH:21][c:22]3[F:23])[c:14]2[CH2:15]1.[C:36](=[O:37])([O-:38])[O-:39].[CH2:43]1[O:44][CH2:45][CH2:46][CH2:47]1.[CH3:27][B:28]1[O:29][B:30]([CH3:31])[O:32][B:33]([CH3:34])[O:35]1.[Cs+:40].[Cs+:41].[OH2:42]>>[C:1]([CH3:2])([CH3:3])([CH3:4])[O:5][C:6](=[O:7])[N:8]1[C:9]([CH3:25])([CH3:26])[c:10]2[nH:11][n:12][c:13]([NH:16][c:17]3[n:18][c:19]([CH3:27])[n:20][cH:21][c:22]3[F:23])[c:14]2[CH2:15]1.